Dataset: the Open Reaction Database (ORD), a public repository of structured organic reaction records. Task: describe an organic reaction: reactants, conditions, products, and yield Starting materials: FC1=CC=C(C=C1)C1C(=C(C2=CC=CC=C12)C1=CC2=C(C=C1)OCO2)C(=O)OCC (ethyl (RS)-1-(4-fluorophenyl)-3-(3,4-methylenedioxyphenyl)indene-2-carboxylate), FC1=CC=C(C=C1)C1C(C(C2=CC=CC=C12)C1=CC2=C(C=C1)OCO2)C(=O)OCC (Ethyl (1RS,2RS,3SR)-1-(4-Fluorophenyl)-3-(3,4-methylenedioxyphenyl)indane-2-carboxylate). The reagents and catalysts are [Pd] (palladium on activated carbon). The solvent is CCO (EtOH). Run at time 8 hour. Yields the product FC1=CC=C(C=C1)C1C(C(C2=CC=CC=C12)C1=CC2=C(C=C1)OCO2)C(=O)O ((1RS,2SR,3SR)-1-(4-Fluorophenyl)-3-(3,4-methylenedioxyphenyl)indane-2-carboxylic acid). Yield: 100.0%. RXN SMILES: [F:1][C:2]1[CH:7]=[CH:6][C:5]([CH:8]2[C:16]3[C:11](=[CH:12][CH:13]=[CH:14][CH:15]=3)[CH:10]([C:17]3[CH:22]=[CH:21][C:20]4[O:23][CH2:24][O:25][C:19]=4[CH:18]=3)[CH:9]2[C:26]([O:28]CC)=[O:27])=[CH:4][CH:3]=1.FC1C=CC(C2C3C(=CC=CC=3)C(C3C=CC4OCOC=4C=3)=C2C(OCC)=O)=CC=1>CCO.[Pd]>[F:1][C:2]1[CH:7]=[CH:6][C:5]([CH:8]2[C:16]3[C:11](=[CH:12][CH:13]=[CH:14][CH:15]=3)[CH:10]([C:17]3[CH:22]=[CH:21][C:20]4[O:23][CH2:24][O:25][C:19]=4[CH:18]=3)[CH:9]2[C:26]([OH:28])=[O:27])=[CH:4][CH:3]=1. Procedure: Ethyl (1RS,2RS,3SR)-1-(4-Fluorophenyl)-3-(3,4-methylenedioxyphenyl)indane-2-carboxylate. To a solution of ethyl (RS)-1-(4-fluorophenyl)-3-(3,4-methylenedioxyphenyl)indene-2-carboxylate (40 mg, 0.10 mmol) in EtOH (3 ml) was added 10% palladium on activated carbon (45 mg). The resulting suspension was stirred under an atmosphere of H2 overnight, then was filtered through a pad of Celite. The filtrate was concentrated under reduced pressure to afford the title compound (40 mg, 100%), which was used... Starting materials: C(C1=CC=CC=C1)N1C(=C(C2=CC(=C(C=C12)[N+](=O)[O-])F)C(=O)O)C(C)C (1-benzyl-5-fluoro-2-isopropyl-6-nitro-1H-indole-3-carboxylic acid), C(C1=CC=CC=C1)N1C(=C(C2=CC(=C(C=C12)[N+](=O)[O-])F)C(=O)O)C(C)C (1-benzyl-5-fluoro-2-isopropyl-6-nitro-1H-indole-3-carboxylic acid), FC=1C=C(CN)C=CC1F (3,4-difluorobenzylamine). The product is C(C1=CC=CC=C1)N1C(=C(C2=CC(=C(C=C12)[N+](=O)[O-])F)C(=O)NCC1=CC(=C(C=C1)F)F)C(C)C (1-Benzyl-N-(3,4-difluorobenzyl)-5-fluoro-2-isopropyl-6-nitro-1H-indole-3-carboxamide). As a reaction SMILES: [CH2:1]([N:8]1[C:16]2[C:11](=[CH:12][C:13]([F:20])=[C:14]([N+:17]([O-:19])=[O:18])[CH:15]=2)[C:10]([C:21]([OH:23])=O)=[C:9]1[CH:24]([CH3:26])[CH3:25])[C:2]1[CH:7]=[CH:6][CH:5]=[CH:4][CH:3]=1.[F:27][C:28]1[CH:29]=[C:30]([CH:33]=[CH:34][C:35]=1[F:36])[CH2:31][NH2:32]>>[CH2:1]([N:8]1[C:16]2[C:11](=[CH:12][C:13]([F:20])=[C:14]([N+:17]([O-:19])=[O:18])[CH:15]=2)[C:10]([C:21]([NH:32][CH2:31][C:30]2[CH:33]=[CH:34][C:35]([F:36])=[C:28]([F:27])[CH:29]=2)=[O:23])=[C:9]1[CH:24]([CH3:25])[CH3:26])[C:2]1[CH:7]=[CH:6][CH:5]=[CH:4][CH:3]=1. Procedure details: The title compound was prepared from 1-benzyl-5-fluoro-2-isopropyl-6-nitro-1H-indole-3-carboxylic acid (Compound 170) and 3,4-difluorobenzylamine by General Procedure C. The product is CN(C)CCNC(=O)c1cccc2cc[nH]c12. Reaction SMILES: [CH3:13][N:14]([CH2:15][CH2:16][NH2:17])[CH3:18].[CH3:19][N:20]([CH3:21])[CH:22]=[O:23].[nH:1]1[cH:2][cH:3][c:4]2[cH:5][cH:6][cH:7][c:8]([C:10](=[O:11])[OH:12])[c:9]12>>[nH:1]1[cH:2][cH:3][c:4]2[cH:5][cH:6][cH:7][c:8]([C:10](=[O:12])[NH:17][CH2:16][CH2:15][N:14]([CH3:13])[CH3:18])[c:9]12. The reactants are CN(C)CCN, CN(C)C=O, O=C(O)c1cccc2cc[nH]c12. The reactants are C1COCCN1, CCOC(C)=O, COC(=O)c1ccc(C(=O)O)nc1. Reaction SMILES: [CH2:1]1[CH2:2][O:3][CH2:4][CH2:5][NH:6]1.[CH3:20][CH2:21][O:22][C:23](=[O:24])[CH3:25].[CH3:7][O:8][C:9](=[O:10])[c:11]1[cH:12][cH:13][c:14]([C:17](=[O:18])[OH:19])[n:15][cH:16]1>>[CH2:1]1[CH2:2][O:3][CH2:4][CH2:5][N:6]1[C:17]([c:14]1[cH:13][cH:12][c:11]([C:9]([O:8][CH3:7])=[O:10])[cH:16][n:15]1)=[O:18]. The product is COC(=O)c1ccc(C(=O)N2CCOCC2)nc1. Starting materials: CN, Cn1c2c(c3ccccc31)SCCC2C=O, c1ccccc1. Yields the product CN=CC1CCSc2c1n(C)c1ccccc21. RXN SMILES: [CH3:17][NH2:18].[CH:1](=[O:2])[CH:3]1[CH2:4][CH2:5][S:6][c:7]2[c:8]1[n:9]([CH3:16])[c:10]1[cH:11][cH:12][cH:13][cH:14][c:15]21.[cH:19]1[cH:20][cH:21][cH:22][cH:23][cH:24]1>>[CH:1]([CH:3]1[CH2:4][CH2:5][S:6][c:7]2[c:8]1[n:9]([CH3:16])[c:10]1[cH:11][cH:12][cH:13][cH:14][c:15]21)=[N:18][CH3:17]. Starting materials: S(=O)(=O)(OCC\C=C(\CC\C=C(\CCC=C(C)C)/C)/C)C1=CC=C(C)C=C1 ((E,E)-4,8,12-trimethyl-3,7,11-tridecatrienyl tosylate), [I-].[Na+] (sodium iodide), S(=S)(=O)([O-])[O-].[Na+].[Na+] (sodium thiosulfate). Solvent: CC(=O)C (acetone). Product: C\C(=C/CCI)\CC\C=C(\CCC=C(C)C)/C ((E,E)-4,8,12-trimethyl-3,7,11-tridecatrienyl iodide). The yield is 76.0%. As a reaction SMILES: S(C1C=CC(C)=CC=1)(O[CH2:5][CH2:6]/[CH:7]=[C:8](\[CH3:20])/[CH2:9][CH2:10]/[CH:11]=[C:12](\[CH3:19])/[CH2:13][CH2:14][CH:15]=[C:16]([CH3:18])[CH3:17])(=O)=O.[I-:28].[Na+].S([O-])([O-])(=O)=S.[Na+].[Na+]>CC(C)=O>[CH3:20]/[C:8](/[CH2:9][CH2:10]/[CH:11]=[C:12](\[CH3:19])/[CH2:13][CH2:14][CH:15]=[C:16]([CH3:18])[CH3:17])=[CH:7]\[CH2:6][CH2:5][I:28] |f:1.2,3.4.5|. Procedure: The (E,E)-4,8,12-trimethyl-3,7,11-tridecatrienyl tosylate obtained from previous step was dissolved in acetone (50 mL), then added sodium iodide (3.30 g, 22 mmol) and the resulting mixture was stirred at room temperature for 0.5 hours followed by heating at reflux for 3 hours. After cooling, the reaction mixture was poured into cold aqueous sodium thiosulfate solution and extracted with ether. The ethereal extract was washed with water, dried and filtered. Evaporation of the filtrate left a resi... The reactants are [O-][Cl+3]([O-])([O-])O, Cl, c1ccc(C2=NCCO2)cc1. Yields the product C1=NC(c2ccccc2)OC1. As a reaction SMILES: [Cl+3:1]([OH:2])([O-:3])([O-:4])[O-:5].[ClH:17].[c:6]1([C:12]2=[N:16][CH2:15][CH2:14][O:13]2)[cH:7][cH:8][cH:9][cH:10][cH:11]1>>[c:6]1([CH:12]2[O:13][CH2:14][CH:15]=[N:16]2)[cH:7][cH:8][cH:9][cH:10][cH:11]1.